This data is from the Open Reaction Database (ORD), a public repository of structured organic reaction records. The task is: describe an organic reaction: reactants, conditions, products, and yield Product: COC1=C(C(=O)C2=C(C=CC=C2)O)C=CC(=C1)OC (2,4-dimethoxy-2'-hydroxybenzophenone). Starting materials: ice water, COC1=CC(=CC=C1)OC (1,3-dimethoxybenzene), [Cl-].[Al+3].[Cl-].[Cl-] (aluminum chloride), Cl (HCl), COC1=C(C(=O)O)C=CC=C1 (2-methoxybenzoic acid). Yield: 65.5%. Conditions: time 2 hour. Procedure details: To a solution 2.0 g (13.14 mmol) of 2-methoxybenzoic acid in 60 ml of dry benzene, 5 ml oxalyl chloride was added under stirring at room temperature. After 2 hours, solvent and excess reagents were removed at reduced pressure. The residual 2-methoxybenzoyl chloride was dissolved in 80 ml of anhydrous ether, and then 1.8 g (13.03 mmol) of 1,3-dimethoxybenzene and 5.0 g of aluminum chloride were added. After stirred at room temperature for 8 hours, the resulting mixture was hydrolyzed by 500 ml of... Reaction SMILES: C[O:2][C:3]1[CH:11]=[CH:10][CH:9]=[CH:8][C:4]=1[C:5](O)=[O:6].[CH3:12][O:13][C:14]1[CH:19]=[CH:18][CH:17]=[C:16]([O:20][CH3:21])[CH:15]=1.[Cl-].[Al+3].[Cl-].[Cl-].Cl>C1C=CC=CC=1.C(Cl)(=O)C(Cl)=O>[CH3:12][O:13][C:14]1[CH:15]=[C:16]([O:20][CH3:21])[CH:17]=[CH:18][C:19]=1[C:5]([C:4]1[CH:8]=[CH:9][CH:10]=[CH:11][C:3]=1[OH:2])=[O:6] |f:2.3.4.5|. The solvent is C1=CC=CC=C1 (benzene), C(C(=O)Cl)(=O)Cl (oxalyl chloride). The reactants are C(C1=CC=CC=C1)OC=1C(=C(C(=O)OCC2=CC=CC=C2)C=CC1)[N+](=O)[O-] (benzyl 3-benzyloxy-2-nitrobenzoate), aqueous solution, [OH-].[Na+] (sodium hydroxide). Solvent: C(C)O (ethanol). Run at temperature 80 celsius, time 5 hour. Yields the product C(C1=CC=CC=C1)OC=1C(=C(C(=O)O)C=CC1)[N+](=O)[O-] (3-benzyloxy-2-nitrobenzoic acid). Isolated yield 101.5%. Reaction SMILES: [CH2:1]([O:8][C:9]1[C:10]([N+:25]([O-:27])=[O:26])=[C:11]([CH:22]=[CH:23][CH:24]=1)[C:12]([O:14]CC1C=CC=CC=1)=[O:13])[C:2]1[CH:7]=[CH:6][CH:5]=[CH:4][CH:3]=1.[OH-].[Na+]>C(O)C>[CH2:1]([O:8][C:9]1[C:10]([N+:25]([O-:27])=[O:26])=[C:11]([CH:22]=[CH:23][CH:24]=1)[C:12]([OH:14])=[O:13])[C:2]1[CH:3]=[CH:4][CH:5]=[CH:6][CH:7]=1 |f:1.2|. Reported procedure: To 20.7 g of benzyl 3-benzyloxy-2-nitrobenzoate were added 100 ml of ethanol and 120 ml of 1N aqueous solution of sodium hydroxide and the mixture was stirred at room temperature for one night, at 60° C. for 3 hours and at 80° C. for 5 hours. After ethanol was evaporated in vacuo, the resulting aqueous solution was washed with ether and hydrochloric acid was added. The resulting precipitate was filtered and dried in vacuo to give 15.8 g of 3-benzyloxy-2-nitrobenzoic acid. RXN SMILES: C(OOC(C)(C)C)(C)(C)C.[CH3:11][C:12]([O:15][O:16][C:17]([C:20]#[C:21][C:22]([O:25][O:26][C:27]([CH3:30])([CH3:29])[CH3:28])([CH3:24])[CH3:23])([CH3:19])[CH3:18])([CH3:14])[CH3:13]>>[CH3:24][C:22]([O:25][O:26][C:27]([CH3:30])([CH3:29])[CH3:28])([CH2:21][CH2:20][C:17]([CH3:18])([O:16][O:15][C:12]([CH3:14])([CH3:13])[CH3:11])[CH3:19])[CH3:23]. Procedure: di(t-butyl) peroxide, 2,5-dimethyl-2,5-di(t-butylperoxy)hexyne-3; Reactants: C(C)(C)(C)OOC(C)(C)C (di(t-butyl) peroxide), CC(C)(C)OOC(C)(C)C#CC(C)(C)OOC(C)(C)C (2,5-dimethyl-2,5-di(t-butylperoxy)hexyne-3). Yields the product CC(C)(CCC(C)(OOC(C)(C)C)C)OOC(C)(C)C (2,5-dimethyl-2,5-di(t-butyl peroxy)hexane). Starting materials: N(=NC(C(=O)[O-])(CC)C)C(C(=O)[O-])(CC)C (2,2′-azobis(methyl 2-methylpropionate)), C(C1CO1)OC1=CC=C(C=C1)C=C (p-vinylphenyl glycidyl ether), C(C(=C)C)(=O)OC(C)OCC (1-ethoxyethyl methacrylate), C(C)(=O)OC1=CC=C(C=C)C=C1 (p-acetoxystyrene). Solvent: C(C(C)C)C(=O)C (methyl isobutyl ketone), CCCCCCC (heptane). Reaction conditions: time 6 hour. Product: C(C1CO1)OC1=CC=C(C=C1)C=C.C(C(=C)C)(=O)OC(C)OCC.C(C)(=O)OC1=CC=C(C=C)C=C1 (p-vinylphenyl glycidyl ether 1-ethoxyethyl methacrylate p-acetoxystyrene). As a reaction SMILES: [CH2:1]([O:5][C:6]1[CH:11]=[CH:10][C:9]([CH:12]=[CH2:13])=[CH:8][CH:7]=1)[CH:2]1[O:4][CH2:3]1.[C:14]([O:19][CH:20]([O:22][CH2:23][CH3:24])[CH3:21])(=[O:18])[C:15]([CH3:17])=[CH2:16].[C:25]([O:28][C:29]1[CH:36]=[CH:35][C:32]([CH:33]=[CH2:34])=[CH:31][CH:30]=1)(=[O:27])[CH3:26].N(C(C)(CC)C([O-])=O)=NC(C)(CC)C([O-])=O>CCCCCCC.C(C(C)=O)C(C)C>[CH2:1]([O:5][C:6]1[CH:11]=[CH:10][C:9]([CH:12]=[CH2:13])=[CH:8][CH:7]=1)[CH:2]1[O:4][CH2:3]1.[C:14]([O:19][CH:20]([O:22][CH2:23][CH3:24])[CH3:21])(=[O:18])[C:15]([CH3:17])=[CH2:16].[C:25]([O:28][C:29]1[CH:36]=[CH:35][C:32]([CH:33]=[CH2:34])=[CH:31][CH:30]=1)(=[O:27])[CH3:26] |f:6.7.8|. Procedure details: Into a 500 ml-volume three-neck flask, 52.9 g (0.30 mol) of p-vinylphenyl glycidyl ether, 19.0 g (0.12 mol) of 1-ethoxyethyl methacrylate, 29.2 g (0.18 mol) of p-acetoxystyrene and 300 ml of methyl isobutyl ketone were charged. A catalytic amount of 2,2′-azobis(methyl 2-methylpropionate) was added thereto as a radical polymerization initiator, and polymerization was allowed to proceed at 80° C. for 6 hours in a nitrogen stream. The reaction solution was cooled and then poured in a large amount o... Reactants: Cc1ccc(Br)cc1, O=C([O-])[O-], COc1ccc(Cn2nnnc2-c2ccccc2)cc1, CCOC(C)=O, CN1CCCC1=O, [K+], [K+], c1ccc(P(c2ccccc2)c2ccccc2)cc1. The product is COc1ccc(Cn2nnnc2-c2ccccc2-c2ccc(C)cc2)cc1. As a reaction SMILES: [Br:21][c:22]1[cH:23][cH:24][c:25]([CH3:28])[cH:26][cH:27]1.[C:48](=[O:49])([O-:50])[O-:51].[CH3:1][O:2][c:3]1[cH:4][cH:5][c:6]([CH2:7][n:8]2[n:9][n:10][n:11][c:12]2-[c:13]2[cH:14][cH:15][cH:16][cH:17][cH:18]2)[cH:19][cH:20]1.[CH3:54][CH2:55][O:56][C:57](=[O:58])[CH3:59].[CH3:60][N:61]1[CH2:62][CH2:63][CH2:64][C:65]1=[O:66].[K+:52].[K+:53].[c:29]1([P:30]([c:31]2[cH:32][cH:33][cH:34][cH:35][cH:36]2)[c:37]2[cH:38][cH:39][cH:40][cH:41][cH:42]2)[cH:43][cH:44][cH:45][cH:46][cH:47]1>>[CH3:1][O:2][c:3]1[cH:4][cH:5][c:6]([CH2:7][n:8]2[n:9][n:10][n:11][c:12]2-[c:13]2[c:14](-[c:22]3[cH:23][cH:24][c:25]([CH3:28])[cH:26][cH:27]3)[cH:15][cH:16][cH:17][cH:18]2)[cH:19][cH:20]1. Reactants: C1CCOC1, CCC(CC)(c1ccc(OCC(=O)C(C)(C)C)c(C)c1)c1ccc2ccc(C(=O)OC)cc2c1, CO, [Na+], [OH-]. Product: CCC(CC)(c1ccc(OCC(=O)C(C)(C)C)c(C)c1)c1ccc2ccc(C(=O)O)cc2c1. Reaction SMILES: [CH2:37]1[O:38][CH2:39][CH2:40][CH2:41]1.[CH3:1][O:2][C:3](=[O:4])[c:5]1[cH:6][c:7]2[cH:8][c:9]([C:15]([CH2:16][CH3:17])([CH2:18][CH3:19])[c:20]3[cH:21][c:22]([CH3:34])[c:23]([O:26][CH2:27][C:28]([C:29]([CH3:30])([CH3:31])[CH3:32])=[O:33])[cH:24][cH:25]3)[cH:10][cH:11][c:12]2[cH:13][cH:14]1.[CH3:42][OH:43].[Na+:36].[OH-:35]>>[O:2]=[C:3]([OH:4])[c:5]1[cH:6][c:7]2[cH:8][c:9]([C:15]([CH2:16][CH3:17])([CH2:18][CH3:19])[c:20]3[cH:21][c:22]([CH3:34])[c:23]([O:26][CH2:27][C:28]([C:29]([CH3:30])([CH3:31])[CH3:32])=[O:33])[cH:24][cH:25]3)[cH:10][cH:11][c:12]2[cH:13][cH:14]1. Starting materials: ClC1=NC=NC(=C1C)OC1CCN(CC1)C1=NC(=NO1)C(C)C (4-chloro-6-[1-(3-isopropyl-[1,2,4]oxadiazol-5-yl)-piperidin-4-yloxy]-5-methyl-pyrimidine), C([O-])([O-])=O.[K+].[K+] (potassium carbonate), BrC1=CC(=C(C=C1)O)F (4-bromo-2-fluorophenol). Solvent: CN(C)C=O (DMF). Conditions: temperature 150 celsius. Product: BrC1=CC(=C(OC2=NC=NC(=C2C)OC2CCN(CC2)C2=NC(=NO2)C(C)C)C=C1)F (4-(4-Bromo-2-fluoro-phenoxy)-6-[1-(3-isopropyl-[1,2,4]oxadiazol-5-yl)-piperidin-4-yloxy]-5-methyl-pyrimidine). The yield is 47.8%. Reaction SMILES: Cl[C:2]1[C:7]([CH3:8])=[C:6]([O:9][CH:10]2[CH2:15][CH2:14][N:13]([C:16]3[O:20][N:19]=[C:18]([CH:21]([CH3:23])[CH3:22])[N:17]=3)[CH2:12][CH2:11]2)[N:5]=[CH:4][N:3]=1.C(=O)([O-])[O-].[K+].[K+].[Br:30][C:31]1[CH:36]=[CH:35][C:34]([OH:37])=[C:33]([F:38])[CH:32]=1>CN(C=O)C>[Br:30][C:31]1[CH:36]=[CH:35][C:34]([O:37][C:2]2[C:7]([CH3:8])=[C:6]([O:9][CH:10]3[CH2:15][CH2:14][N:13]([C:16]4[O:20][N:19]=[C:18]([CH:21]([CH3:23])[CH3:22])[N:17]=4)[CH2:12][CH2:11]3)[N:5]=[CH:4][N:3]=2)=[C:33]([F:38])[CH:32]=1 |f:1.2.3|. Procedure: A mixture of 4-chloro-6-[1-(3-isopropyl-[1,2,4]oxadiazol-5-yl)-piperidin-4-yloxy]-5-methyl-pyrimidine (1.51 g, 4.46 mmol), potassium carbonate (1.25 g, 9.03 mmol), and 4-bromo-2-fluorophenol (1.11 g, 5.82 mmol) in 15 mL DMF was heated in microwave for 1 hour at 150° C. The mixture was purified by column chromatography on silica gel with hexane/ethyl acetate (3:1 v/v) to give Compound C40 as an oil (1.05 g, 48%). 1H NMR (CDCl3, 400 MHz) δ 1.20-1.22 (d, 6H), 1.83-1.91 (m, 2H), 1.98-2.05 (m, 2H), 2... Starting materials: COC(=O)c1cc(C=O)ccc1F, CN(C)C=O. The product is COC(=O)c1cc(C(=O)O)ccc1F. As a reaction SMILES: [CH3:1][O:2][C:3]([c:4]1[c:5]([F:12])[cH:6][cH:7][c:8]([CH:10]=[O:11])[cH:9]1)=[O:13].[O:14]=[CH:15][N:16]([CH3:17])[CH3:18]>>[CH3:1][O:2][C:3]([c:4]1[c:5]([F:12])[cH:6][cH:7][c:8]([C:10](=[O:11])[OH:14])[cH:9]1)=[O:13]. The reactants are COC1=CC=C(C(=C1)NCC1=CC2=C(N=C(O2)SC)C=C1)N (5-methoxy-N1-((2-(methylthio)benzo[d]oxazol-6-yl)methyl)benzene-1,2-diamine), C(C)OC(OCC)OCC (triethoxymethane). Solvent: C(=O)O (HCOOH). Reaction conditions: temperature 90 celsius, time 40 minute. Yields the product COC=1C=CC2=C(N(C=N2)CC2=CC3=C(N=C(O3)SC)C=C2)C1 (6-((6-methoxy-1H-benzo[d]imidazol-1-yl)methyl)-2-(methylthio)benzo[d]oxazole). The yield is 84.1%. Reaction SMILES: [CH3:1][O:2][C:3]1[CH:8]=[C:7]([NH:9][CH2:10][C:11]2[CH:21]=[CH:20][C:14]3[N:15]=[C:16]([S:18][CH3:19])[O:17][C:13]=3[CH:12]=2)[C:6]([NH2:22])=[CH:5][CH:4]=1.[CH2:23](OC(OCC)OCC)C>C(O)=O>[CH3:1][O:2][C:3]1[CH:4]=[CH:5][C:6]2[N:22]=[CH:23][N:9]([CH2:10][C:11]3[CH:21]=[CH:20][C:14]4[N:15]=[C:16]([S:18][CH3:19])[O:17][C:13]=4[CH:12]=3)[C:7]=2[CH:8]=1. Procedure details: A mixture of 5-methoxy-N1-((2-(methylthio)benzo[d]oxazol-6-yl)methyl)benzene-1,2-diamine (920 mg, 2.92 mmol), triethoxymethane (8.8 mL) and HCOOH (0.2 mL) was stirred at 90° C. for 40 min. The reaction mixture was concentrated under reduced pressure. The residue was purified by silica gel chromatography eluting with 1:2 petroleum ether/ethyl acetate to give 6-((6-methoxy-1H-benzo[d]imidazol-1-yl)methyl)-2-(methylthio)benzo[d]oxazole as a light brown solid (799 mg, 84.1%). 1H NMR (300 MHz, DMSO-d... Reactants: C1CCOC1, COC(=O)c1ccc(O)c(C#N)c1, [K+], [OH-]. Yields the product N#Cc1cc(C(=O)O)ccc1O. Reaction SMILES: [CH2:16]1[O:17][CH2:18][CH2:19][CH2:20]1.[CH3:1][O:2][C:3]([c:4]1[cH:5][c:6]([C:11]#[N:12])[c:7]([OH:10])[cH:8][cH:9]1)=[O:13].[K+:15].[OH-:14]>>[O:2]=[C:3]([c:4]1[cH:5][c:6]([C:11]#[N:12])[c:7]([OH:10])[cH:8][cH:9]1)[OH:13].